From a dataset of the Open Reaction Database (ORD), a public repository of structured organic reaction records. describe an organic reaction: reactants, conditions, products, and yield Starting materials: BrCCC(C1=CC=CC=C1)(C1=CC=CC=C1)C#N (3-bromo-1-cyano-1,1-diphenyl-propane), CNCCCC1=CC=CC=C1 (1-(N-methylamino)-3-phenylpropane), C([O-])([O-])=O.[K+].[K+] (potassium carbonate). The solvent is C(C)#N (acetonitrile). Product: C(#N)C(CCN(CCCC1=CC=CC=C1)C)(C1=CC=CC=C1)C1=CC=CC=C1 (1-cyano-1,1-diphenyl-3-[N-methyl-N(3-phenylprop-1-yl)amino]propane). As a reaction SMILES: Br[CH2:2][CH2:3][C:4]([C:17]#[N:18])([C:11]1[CH:16]=[CH:15][CH:14]=[CH:13][CH:12]=1)[C:5]1[CH:10]=[CH:9][CH:8]=[CH:7][CH:6]=1.[CH3:19][NH:20][CH2:21][CH2:22][CH2:23][C:24]1[CH:29]=[CH:28][CH:27]=[CH:26][CH:25]=1.C(=O)([O-])[O-].[K+].[K+]>C(#N)C>[C:17]([C:4]([C:11]1[CH:16]=[CH:15][CH:14]=[CH:13][CH:12]=1)([C:5]1[CH:10]=[CH:9][CH:8]=[CH:7][CH:6]=1)[CH2:3][CH2:2][N:20]([CH3:19])[CH2:21][CH2:22][CH2:23][C:24]1[CH:29]=[CH:28][CH:27]=[CH:26][CH:25]=1)#[N:18] |f:2.3.4|. Procedure: A mixture containing 3-bromo-1-cyano-1,1-diphenyl-propane (1.5 g--see Preparation 4), 1-(N-methylamino)-3-phenylpropane (0.746 g), anhydrous potassium carbonate (1.38 g) and acetonitrile (50 ml) was heated under reflux for 48 hours and then concentrated in vacuo. Water (30 ml) was added to the residue and the mixture was extracted with dichloromethane (3×40 ml). The combined dichloromethane extracts were dried (Na2SO4) and concentrated in vacuo to give a gum which was purified by column chromato... Reactants: ice, C(CC)(=O)C=1SC=CC1 (2-propionylthiophene), BrBr (bromine), ( ε8,340 ), [Br-] (bromide), CCO (EtOH), ( ε7,910 ). Solvent: C(Cl)(Cl)(Cl)Cl (carbon tetrachloride), C(Cl)(Cl)(Cl)Cl (carbon tetrachloride), C(=S)=S (CS2). Product: BrC(C(=O)C=1SC=CC1)C (2-(2-Bromopropionyl)thiophene). As a reaction SMILES: [C:1]([C:5]1[S:6][CH:7]=[CH:8][CH:9]=1)(=[O:4])[CH2:2][CH3:3].[Br:10]Br.[Br-].CCO>C(Cl)(Cl)(Cl)Cl.C(=S)=S>[Br:10][CH:2]([CH3:3])[C:1]([C:5]1[S:6][CH:7]=[CH:8][CH:9]=1)=[O:4]. Procedure details: An ice cold solution of 2-propionylthiophene (1.40 g) in carbon tetrachloride (25 ml) was treated with a solution of bromine (0.54 ml) in carbon tetrachloride (20 ml) over 5 mins. The resulting solution was then stirred at room temperature. After 1.5 h the mixture was evaporated to an amber oil (2.17 g). A portion of the oil (600 mg) was subjected to preparative thin-layer chromatography on silica developing with chloroform-petrol (b.p. 60°-80° C.) (1:4) (4 runs) and gave an amber oil, the title... Starting materials: CC(=O)OC(C)(C)C, C1CCCCC1, C1CCOC1, [Li]CCCC, CC(C)NC(C)C, COC(=O)CC(O)C=Cn1c(C(C)C)nc(-c2ccc(F)cc2)c1-c1ccc(F)cc1. Yields the product CC(C)c1nc(-c2ccc(F)cc2)c(-c2ccc(F)cc2)n1C=CC(O)CC(=O)CC(=O)OC(C)(C)C. Reaction SMILES: [C:13]([CH3:14])(=[O:15])[O:16][C:17]([CH3:18])([CH3:19])[CH3:20].[CH2:52]1[CH2:53][CH2:54][CH2:55][CH2:56][CH2:57]1.[CH2:58]1[O:59][CH2:60][CH2:61][CH2:62]1.[CH2:8]([Li:9])[CH2:10][CH2:11][CH3:12].[CH:1]([NH:2][CH:3]([CH3:4])[CH3:5])([CH3:6])[CH3:7].[F:21][c:22]1[cH:23][cH:24][c:25](-[c:28]2[n:29][c:30]([CH:49]([CH3:50])[CH3:51])[n:31]([CH:40]=[CH:41][CH:42]([CH2:43][C:44](=[O:45])[O:46][CH3:47])[OH:48])[c:32]2-[c:33]2[cH:34][cH:35][c:36]([F:39])[cH:37][cH:38]2)[cH:26][cH:27]1>>[C:13]([CH2:14][C:44]([CH2:43][CH:42]([CH:41]=[CH:40][n:31]1[c:30]([CH:49]([CH3:50])[CH3:51])[n:29][c:28](-[c:25]2[cH:24][cH:23][c:22]([F:21])[cH:27][cH:26]2)[c:32]1-[c:33]1[cH:34][cH:35][c:36]([F:39])[cH:37][cH:38]1)[OH:48])=[O:45])(=[O:15])[O:16][C:17]([CH3:18])([CH3:19])[CH3:20]. Starting materials: COC=1C=C(C=C2C=C(NC12)C(=O)N)OC1=CC=C(C=C1)S(=O)(=O)C (7-methoxy-5-[4-(methylsulfonyl)phenoxy]-1H-indole-2-carboxamide), COC=1C=CC(=CC1)P2(=S)SP(=S)(S2)C=3C=CC(=CC3)OC (Lawesson's reagent). Run in O1CCCC1 (tetrahydrofuran). Run at temperature 55 celsius, time 3 hour. Product: COC=1C=C(C=C2C=C(NC12)C(N)=S)OC1=CC=C(C=C1)S(=O)(=O)C (7-Methoxy-5-[4-(methylsulfonyl)phenoxy]-1H-indole-2-carbothioamide). Isolated yield 151.5%. As a reaction SMILES: [CH3:1][O:2][C:3]1[CH:4]=[C:5]([O:15][C:16]2[CH:21]=[CH:20][C:19]([S:22]([CH3:25])(=[O:24])=[O:23])=[CH:18][CH:17]=2)[CH:6]=[C:7]2[C:11]=1[NH:10][C:9]([C:12]([NH2:14])=O)=[CH:8]2.COC1C=CC(P2(SP(C3C=CC(OC)=CC=3)(=S)S2)=[S:35])=CC=1>O1CCCC1>[CH3:1][O:2][C:3]1[CH:4]=[C:5]([O:15][C:16]2[CH:21]=[CH:20][C:19]([S:22]([CH3:25])(=[O:24])=[O:23])=[CH:18][CH:17]=2)[CH:6]=[C:7]2[C:11]=1[NH:10][C:9]([C:12](=[S:35])[NH2:14])=[CH:8]2. Procedure details: A mixture of 7-methoxy-5-[4-(methylsulfonyl)phenoxy]-1H-indole-2-carboxamide (0.73 g) and Lawesson's reagent (0.49 g) in tetrahydrofuran (30 mL) was stirred at 55° C. for 3 h. The reaction mixture was concentrated to give a light yellow oil, which was crystallized from ethyl acetate-hexane to give the title compound (691 mg, 91%) as light yellow prisms. MS 375 (MH+). Starting materials: COC(=O)COc1ncccc1[N+](=O)[O-], CCO, [H][H], O=[Pt]. Product: COC(=O)COc1ncccc1N. As a reaction SMILES: [CH3:1][O:2][C:3](=[O:4])[CH2:5][O:6][c:7]1[n:8][cH:9][cH:10][cH:11][c:12]1[N+:13]([O-:14])=[O:15].[CH3:20][CH2:21][OH:22].[H:16][H:17].[Pt:18]=[O:19]>>[CH3:1][O:2][C:3](=[O:4])[CH2:5][O:6][c:7]1[n:8][cH:9][cH:10][cH:11][c:12]1[NH2:13]. Starting materials: BrC=1C(=CC2=C(C=3N(C4CC2C4)C(=C(N3)C(=O)N)C=O)C1)F (10-bromo-9-fluoro-3-formyl-6,7-dihydro-5H-5,7-methanobenzo[c]imidazo[1,2-a]azepine-2-carboxamide), COCCNC (N-(methoxyethyl)methylamine), 9-fluoro-10-(3-hydroxy-3-methyl-but-1-ynyl)-3-[(4-methylpiperazin-1-yl)methyl]-5,6,7,12-tetrahydro-5,7-methanobenzo[c]imidazo[1,2-a]azepine-2-carboxamide. Product: BrC=1C(=CC2=C(C=3N(C4CC2C4)C(=C(N3)C(=O)N)CN(C)CCOC)C1)F (10-bromo-9-fluoro-3-(((2-methoxyethyl)(methyl)amino)methyl)-6,7-dihydro-5H-5,7-methanobenzo [c]imidazo[1,2-a]azepine-2-carboxamide). As a reaction SMILES: [Br:1][C:2]1[C:3]([F:22])=[CH:4][C:5]2[CH:11]3[CH2:12][CH:9]([CH2:10]3)[N:8]3[C:13]([CH:19]=O)=[C:14]([C:16]([NH2:18])=[O:17])[N:15]=[C:7]3[C:6]=2[CH:21]=1.[CH3:23][O:24][CH2:25][CH2:26][NH:27][CH3:28]>>[Br:1][C:2]1[C:3]([F:22])=[CH:4][C:5]2[CH:11]3[CH2:10][CH:9]([CH2:12]3)[N:8]3[C:13]([CH2:19][N:27]([CH2:26][CH2:25][O:24][CH3:23])[CH3:28])=[C:14]([C:16]([NH2:18])=[O:17])[N:15]=[C:7]3[C:6]=2[CH:21]=1. Reported procedure: 10-bromo-9-fluoro-3-formyl-6,7-dihydro-5H-5,7-methanobenzo[c]imidazo[1,2-a]azepine-2-carboxamide (75 mg) was reacted with N-(methoxyethyl)methylamine similarly to as described in the synthesis of 9-fluoro-10-(3-hydroxy-3-methyl-but-1-ynyl)-3-[(4-methylpiperazin-1-yl)methyl]-5,6,7,12-tetrahydro-5,7-methanobenzo[c]imidazo[1,2-a]azepine-2-carboxamide to afford 10-bromo-9-fluoro-3-(((2-methoxyethyl)(methyl)amino)methyl)-6,7-dihydro-5H-5,7-methanobenzo [c]imidazo[1,2-a]azepine-2-carboxamide which was... Reactants: ClC1CCCCC1CC(=O)C1=CC=CC=C1 (3-Chloro-4-cyclohexylacetophenone), P(Cl)(Cl)(Cl)(Cl)Cl (phosphorus pentachloride), [NH2-].[Na+] (sodamide), N (ammonia). Run in CCOCC (ether), O (water), C1CCOC1 (THF). Conditions: time 3 day. The product is ClC=1C=CC=CC1C#CC1CCCCC1 (3-chloro-4-cyclohexylethynylbenzene). As a reaction SMILES: [Cl:1][CH:2]1[CH:7]([CH2:8][C:9]([C:11]2[CH:16]=[CH:15][CH:14]=[CH:13][CH:12]=2)=O)[CH2:6][CH2:5][CH2:4][CH2:3]1.P(Cl)(Cl)(Cl)(Cl)Cl.[NH2-].[Na+].N>C1COCC1.CCOCC.O>[Cl:1][C:2]1[CH:3]=[CH:4][CH:5]=[CH:6][C:7]=1[C:8]#[C:9][CH:11]1[CH2:16][CH2:15][CH2:14][CH2:13][CH2:12]1 |f:2.3|. Procedure details: 3-Chloro-4-cyclohexylacetophenone (0.25 moles) and phosphorus pentachloride (0.31 moles) are placed in a 3-necked flask equipped with a mechanical stirrer, a condenser connected to a nitrogen inlet, and a thermometer. The mixture is stirred at 33°-35° C. for 3 days. The cooled reaction mixture is poured onto 800 g. of ice and extracted with 3× 500 ml. of ether. The ether fraction is washed with 2× 100 ml water 4× 100 ml of 5% sodium hydroxide, 3× 50 ml water, 2× 50 ml of saturated saline and dri... The reactants are NC1(CCCC1)C1=NC=2N(C(N(C(C2N1)=O)CCC)=O)CCC (8-(1-aminocyclopentyl)-1,3-dipropylxanthine), C(C)C(C(=O)Cl)C(=O)Cl (ethyl malonyl chloride). The solvent is O1CCCC1 (tetrahydrofurane), N1=CC=CC=C1 (pyridine). Conditions: temperature 5 celsius, time 2 hour. Yields the product C(C)NC(CC(=O)N)=O (mono malonamide mono ethyl ester). Reaction SMILES: NC1(C2N[C:14]3[C:13](=[O:16])[N:12]([CH2:17][CH2:18]C)C(=O)N(CCC)[C:9]=3[N:8]=2)CCCC1.C(C(C(Cl)=O)C(Cl)=[O:28])C>O1CCCC1.N1C=CC=CC=1>[CH2:17]([NH:12][C:13](=[O:16])[CH2:14][C:9]([NH2:8])=[O:28])[CH3:18]. Procedure details: To a suspension of 4.5 g di 8-(1-aminocyclopentyl)-1,3-dipropylxanthine in 45 ml of anhydrous tetrahydrofurane, 1.4 ml of pyridine are added and, after cooling to 5° C., 2.26 ml of ethyl malonyl chloride are dropwise added. The mixture is stirred at room temperature for 2 hours, followed by concentration under vacuum, addition of 1N HCl and extraction with ethyl acetate. The organic phase is washed with water, dried and evaporated, thereby obtaining 6.5 g of raw product which is purified by colu... Reactants: OCC=1C(=C(C=CC1)O)C (3-Hydroxymethyl-2-methyl phenol), FC(C(=O)O)(F)F (trifluoroacetic acid), 5-L, BrN1C(CCC1=O)=O (N-bromosuccinimide), C([O-])([O-])=O.[K+].[K+] (potassium carbonate). Solvent: CCCCCCC (heptane), C(C)#N (acetonitrile), O (water), CC(C)(C)OC (MTBE). Run at temperature -33 celsius, time 15 minute. Product: BrC1=C(C(=C(C=C1)O)C)CO (4-bromo-3-hydroxymethyl-2-methyl phenol). As a reaction SMILES: [OH:1][CH2:2][C:3]1[C:4]([CH3:10])=[C:5]([OH:9])[CH:6]=[CH:7][CH:8]=1.FC(F)(F)C(O)=O.[Br:18]N1C(=O)CCC1=O.C(=O)([O-])[O-].[K+].[K+]>C(#N)C.O.CCCCCCC.CC(OC)(C)C>[Br:18][C:8]1[CH:7]=[CH:6][C:5]([OH:9])=[C:4]([CH3:10])[C:3]=1[CH2:2][OH:1] |f:3.4.5|. Procedure: 3-Hydroxymethyl-2-methyl phenol (113.9 g, 824.0 mmol) was dissolved in a mixture of acetonitrile (850 mL) and trifluoroacetic acid (750.0 mL, 9,735 mmol) in a 3-neck 5-L flask under nitrogen. The reaction mixture was cooled to −33° C. N-bromosuccinimide (141 g, 791 mmol) was added over 15 minutes, with the temperature during addition in the range of −35 to −33° C. The reaction mixture was allowed to stir for an additional 15 minutes during which time the temperature decreased to −40° C. The cool... The reactants are COc1cc(C(=O)CBr)cc(OC)c1OC, CCNCC, CCO. The product is CCN(CC)CC(=O)c1cc(OC)c(OC)c(OC)c1. Reaction SMILES: [Br:1][CH2:2][C:3](=[O:4])[c:5]1[cH:6][c:7]([O:15][CH3:16])[c:8]([O:13][CH3:14])[c:9]([O:11][CH3:12])[cH:10]1.[CH2:17]([CH3:18])[NH:19][CH2:20][CH3:21].[CH3:22][CH2:23][OH:24]>>[CH2:2]([C:3](=[O:4])[c:5]1[cH:6][c:7]([O:15][CH3:16])[c:8]([O:13][CH3:14])[c:9]([O:11][CH3:12])[cH:10]1)[N:19]([CH2:17][CH3:18])[CH2:20][CH3:21].